Dataset: the Open Reaction Database (ORD), a public repository of structured organic reaction records. Task: describe an organic reaction: reactants, conditions, products, and yield Starting materials: COc1cc2ncnc(Nc3nc4ccc(N)cc4s3)c2cc1OC, O=C(Cl)c1cccc(OC(F)(F)F)c1. Product: COc1cc2ncnc(Nc3nc4ccc(NC(=O)c5cccc(OC(F)(F)F)c5)cc4s3)c2cc1OC. As a reaction SMILES: [CH3:15][O:16][c:17]1[cH:18][c:19]2[c:20]([NH:29][c:30]3[s:31][c:32]4[c:33]([n:34]3)[cH:35][cH:36][c:37]([NH2:39])[cH:38]4)[n:21][cH:22][n:23][c:24]2[cH:25][c:26]1[O:27][CH3:28].[F:1][C:2]([O:3][c:4]1[cH:5][c:6]([C:7](=[O:8])[Cl:9])[cH:10][cH:11][cH:12]1)([F:13])[F:14]>>[F:1][C:2]([O:3][c:4]1[cH:5][c:6]([C:7](=[O:8])[NH:39][c:37]2[cH:36][cH:35][c:33]3[c:32]([s:31][c:30]([NH:29][c:20]4[c:19]5[cH:18][c:17]([O:16][CH3:15])[c:26]([O:27][CH3:28])[cH:25][c:24]5[n:23][cH:22][n:21]4)[n:34]3)[cH:38]2)[cH:10][cH:11][cH:12]1)([F:13])[F:14]. The reactants are C1COCCO1, C=C(C)C(=O)OC, NC(C1CCCCC1)C1CCCCC1, Cc1cccc(C)c1Cl, O=C(C=Cc1ccccc1)C=Cc1ccccc1, O=C(C=Cc1ccccc1)C=Cc1ccccc1, O=C(C=Cc1ccccc1)C=Cc1ccccc1, [Pd], [Pd]. The product is COC(=O)C(C)=Cc1c(C)cccc1C. RXN SMILES: [CH2:87]1[O:88][CH2:89][CH2:90][O:91][CH2:92]1.[CH3:10][O:11][C:12](=[O:13])[C:14]([CH3:15])=[CH2:16].[CH:17]1([CH:18]([NH2:19])[CH:20]2[CH2:21][CH2:22][CH2:23][CH2:24][CH2:25]2)[CH2:26][CH2:27][CH2:28][CH2:29][CH2:30]1.[Cl:1][c:2]1[c:3]([CH3:9])[cH:4][cH:5][cH:6][c:7]1[CH3:8].[O:33]=[C:34]([CH:35]=[CH:36][c:37]1[cH:38][cH:39][cH:40][cH:41][cH:42]1)[CH:43]=[CH:44][c:45]1[cH:46][cH:47][cH:48][cH:49][cH:50]1.[O:51]=[C:52]([CH:53]=[CH:54][c:55]1[cH:56][cH:57][cH:58][cH:59][cH:60]1)[CH:61]=[CH:62][c:63]1[cH:64][cH:65][cH:66][cH:67][cH:68]1.[O:69]=[C:70]([CH:71]=[CH:72][c:73]1[cH:74][cH:75][cH:76][cH:77][cH:78]1)[CH:79]=[CH:80][c:81]1[cH:82][cH:83][cH:84][cH:85][cH:86]1.[Pd:31].[Pd:32]>>[c:2]1([CH:15]=[C:14]([C:12]([O:11][CH3:10])=[O:13])[CH3:16])[c:3]([CH3:9])[cH:4][cH:5][cH:6][c:7]1[CH3:8].